The task is: describe an organic reaction: reactants, conditions, products, and yield. This data is from the Open Reaction Database (ORD), a public repository of structured organic reaction records. Starting materials: Example 1 ( b ), C(C1=CC=CC=C1)N (benzylamine), C(C1=CC=CC=C1)OC(=O)N[C@@H](CC(C)C)C(=O)N[C@@H](C)P(O)(O)=O ((1R)-1-[(N-benzyloxycarbonyl-L-leucyl)amino]-ethylphosphonic acid). Product: N[C@@H](CC(C)C)C(=O)N[C@@H](C)P(O)(O)=O ((1R)-1-(L-leucylamino)-ethylphosphonic acid). Reaction SMILES: C(N)C1C=CC=CC=1.C(OC([NH:19][C@H:20]([C:25]([NH:27][C@H:28]([P:30](=[O:33])([OH:32])[OH:31])[CH3:29])=[O:26])[CH2:21][CH:22]([CH3:24])[CH3:23])=O)C1C=CC=CC=1>>[NH2:19][C@H:20]([C:25]([NH:27][C@H:28]([P:30](=[O:31])([OH:33])[OH:32])[CH3:29])=[O:26])[CH2:21][CH:22]([CH3:24])[CH3:23]. Reported procedure: In a manner analogous to that given in Example 1 (b), from the benzylamine salt of (1R)-1-[(N-benzyloxycarbonyl-L-leucyl)amino]-ethylphosphonic acid there was obtained (1R)-1-(L-leucylamino)-ethylphosphonic acid of melting point 238° -240° C (decomposition); [α]D20 = - 14.2° (c = 0.5% in water).